This data is from the Open Reaction Database (ORD), a public repository of structured organic reaction records. The task is: describe an organic reaction: reactants, conditions, products, and yield Starting materials: COC(=O)c1ccc(C)c(NCc2nnn(C)n2)c1, COC(OC)C1(C)Oc2ccc([N+](=O)[O-])cc2C2OC21. Product: COC(=O)c1ccc(C)c(N(Cc2nnn(C)n2)C2c3cc([N+](=O)[O-])ccc3OC(C)(C(OC)OC)C2O)c1. RXN SMILES: [CH3:21][c:22]1[c:23]([NH:32][CH2:33][c:34]2[n:35][n:36][n:37]([CH3:39])[n:38]2)[cH:24][c:25]([C:28](=[O:29])[O:30][CH3:31])[cH:26][cH:27]1.[N+:1](=[O:2])([O-:3])[c:4]1[cH:5][cH:6][c:7]2[c:8]([cH:20]1)[CH:9]1[CH:10]([C:11]([CH:13]([O:14][CH3:15])[O:16][CH3:17])([CH3:18])[O:12]2)[O:19]1>>[N+:1](=[O:2])([O-:3])[c:4]1[cH:5][cH:6][c:7]2[c:8]([cH:20]1)[CH:9]([N:32]([c:23]1[c:22]([CH3:21])[cH:27][cH:26][c:25]([C:28](=[O:29])[O:30][CH3:31])[cH:24]1)[CH2:33][c:34]1[n:35][n:36][n:37]([CH3:39])[n:38]1)[CH:10]([OH:19])[C:11]([CH:13]([O:14][CH3:15])[O:16][CH3:17])([CH3:18])[O:12]2.